Dataset: the Open Reaction Database (ORD), a public repository of structured organic reaction records. Task: describe an organic reaction: reactants, conditions, products, and yield Starting materials: CN, CCOCC, O=CCC1CCCOC1. The product is CN=CCC1CCCOC1. As a reaction SMILES: [CH3:10][NH2:11].[CH3:12][CH2:13][O:14][CH2:15][CH3:16].[O:1]1[CH2:2][CH:3]([CH2:7][CH:8]=[O:9])[CH2:4][CH2:5][CH2:6]1>>[O:1]1[CH2:2][CH:3]([CH2:7][CH:8]=[N:11][CH3:10])[CH2:4][CH2:5][CH2:6]1.